describe an organic reaction: reactants, conditions, products, and yield From a dataset of the Open Reaction Database (ORD), a public repository of structured organic reaction records. Reactants: FC1(C2C(CC(C12)=O)O)C(=O)OCC ((1RS,4SR,5SR,6RS)ethyl 6-fluoro-4-hydroxy-2-oxobicyclo[3.1.0]hexane-6-carboxylate), C(C)(C)(C)[Si](Cl)(C)C (t-butyldimethylchlorosilane), CN(C=O)C (N,N-dimethylformamide), N1C=NC=C1 (imidazole). The solvent is O (water). Run at time 1 day. The product is FC1(C2C(CC(C12)=O)O[Si](C)(C)C(C)(C)C)C(=O)OCC ((1RS,4SR,5SR,6RS)ethyl 6-fluoro-4-t-butyldimethylsilyloxy-2-oxobicyclo[3.1.0]hexane-6-carboxylate). The yield is 86.7%. Reaction SMILES: [F:1][C:2]1([C:10]([O:12][CH2:13][CH3:14])=[O:11])[CH:7]2[CH:3]1[CH:4]([OH:9])[CH2:5][C:6]2=[O:8].[C:15]([Si:19]([CH3:22])([CH3:21])Cl)([CH3:18])([CH3:17])[CH3:16].CN(C)C=O.N1C=CN=C1>O>[F:1][C:2]1([C:10]([O:12][CH2:13][CH3:14])=[O:11])[CH:3]2[CH:7]1[CH:6]([O:8][Si:19]([C:15]([CH3:18])([CH3:17])[CH3:16])([CH3:22])[CH3:21])[CH2:5][C:4]2=[O:9]. Procedure details: 2.8 g of (1RS,4SR,5SR,6RS)ethyl 6-fluoro-4-hydroxy-2-oxobicyclo[3.1.0]hexane-6-carboxylate and 2.5 g of t-butyldimethylchlorosilane were dissolved into 14 ml of N,N-dimethylformamide. 1.0 g of imidazole was further added thereto with ice-cooling, and this was stirred at room temperature for one day. The reaction solution was poured into water, and extracted with n-hexane-ethyl acetate (1:9). The obtained organic layer was washed with, in sequence, water and a saturated aqueous solution of sodium... Starting materials: C(#N)NC(SC)=NC1CCCC2=CC=CC=C12 (N-cyano-N'-(1,2,3,4-tetrahydro-1-naphthyl)-S-methylisothiourea), C(C(C)C)N (isobutylamine). Solvent: C(C)#N (acetonitrile). Reaction conditions: time 100 hour. The product is C(#N)N=C(NCC(C)C)NC1CCCC2=CC=CC=C12 (N"-cyano-N-isobutyl-N'-(1,2,3,4-tetrahydro-1-naphthyl)guanidine). Reaction SMILES: [C:1]([NH:3][C:4](=[N:7][CH:8]1[C:17]2[C:12](=[CH:13][CH:14]=[CH:15][CH:16]=2)[CH2:11][CH2:10][CH2:9]1)SC)#[N:2].[CH2:18]([NH2:22])[CH:19]([CH3:21])[CH3:20]>C(#N)C>[C:1]([N:3]=[C:4]([NH:7][CH:8]1[C:17]2[C:12](=[CH:13][CH:14]=[CH:15][CH:16]=2)[CH2:11][CH2:10][CH2:9]1)[NH:22][CH2:18][CH:19]([CH3:21])[CH3:20])#[N:2]. Procedure: A solution of 12.3 g of N-cyano-N'-(1,2,3,4-tetrahydro-1-naphthyl)-S-methylisothiourea and 20 ml of isobutylamine in 100 ml of acetonitrile was heated at reflux with stirring for 100 hours. The solvent was then removed by evaporation in vacuo. The residual oil was dissolved in methylene chloride and the solution was washed with three 80 ml portions of 3N hydrochloric acid and then dried over anhydrous sodium sulfate. The sodium sulfate was removed by filtration, and the methylene chloride was re...